From a dataset of the Open Reaction Database (ORD), a public repository of structured organic reaction records. describe an organic reaction: reactants, conditions, products, and yield Reactants: N1=C(C=CC(=C1)C(=O)O)C(=O)O (pyridine-2,5-dicarboxylic acid), acid chloride, COCCO (ethylene glycol monomethyl ether). Yields the product N1=C(C=CC(=C1)C(=O)OCCOC)C(=O)OCCOC (Bis(2-methoxy-ethyl) pyridine-2,5-dicarboxylate). As a reaction SMILES: [N:1]1[CH:6]=[C:5]([C:7]([OH:9])=[O:8])[CH:4]=[CH:3][C:2]=1[C:10]([OH:12])=[O:11].[CH3:13][O:14][CH2:15][CH2:16]O>>[N:1]1[CH:6]=[C:5]([C:7]([O:9][CH2:16][CH2:15][O:14][CH3:13])=[O:8])[CH:4]=[CH:3][C:2]=1[C:10]([O:12][CH2:16][CH2:15][O:14][CH3:13])=[O:11]. Procedure details: Analogously to Example 26, 10 g of pyridine-2,5-dicarboxylic acid are converted into the acid chloride and this is reacted with 9.1 g of ethylene glycol monomethyl ether. Working up is carried out in accordance with Example 26. The product is obtained as an oil. Starting materials: CC(=O)O[BH-](OC(C)=O)OC(C)=O, ClCCl, CC(C)(C)OC(=O)NC1CNC1, [Na+], [Na+], O=C([O-])O, O=C1CCOC1. The product is CC(C)(C)OC(=O)NC1CN(C2CCOC2)C1. RXN SMILES: [C:19]([O:20][BH-:21]([O:22][C:23](=[O:24])[CH3:25])[O:26][C:27](=[O:28])[CH3:29])(=[O:30])[CH3:31].[Cl:38][CH2:39][Cl:40].[NH:1]1[CH2:2][CH:3]([NH:5][C:6]([O:7][C:8]([CH3:9])([CH3:10])[CH3:11])=[O:12])[CH2:4]1.[Na+:32].[Na+:37].[O-:33][C:34]([OH:35])=[O:36].[O:13]1[CH2:14][C:15](=[O:18])[CH2:16][CH2:17]1>>[N:1]1([CH:15]2[CH2:14][O:13][CH2:17][CH2:16]2)[CH2:2][CH:3]([NH:5][C:6]([O:7][C:8]([CH3:9])([CH3:10])[CH3:11])=[O:12])[CH2:4]1. The reactants are CCCI, CCCn1cc(C(=O)C(=O)OCC)c2ccc(OCc3ccccc3)cc21, COC(=O)C(=O)c1c[nH]c2cc(OCc3ccccc3)ccc12, [H-], [Na+], CN(C)C=O. Product: CCCn1cc(C(=O)C(=O)OC)c2ccc(OCc3ccccc3)cc21. RXN SMILES: [CH2:26]([I:27])[CH2:28][CH3:29].[CH2:30]([CH3:31])[O:32][C:33]([C:34](=[O:35])[c:36]1[cH:37][n:38]([CH2:53][CH2:54][CH3:55])[c:39]2[cH:40][c:41]([O:45][CH2:46][c:47]3[cH:48][cH:49][cH:50][cH:51][cH:52]3)[cH:42][cH:43][c:44]12)=[O:56].[CH3:1][O:2][C:3](=[O:4])[C:5]([c:6]1[c:7]2[c:8]([cH:9][c:10]([O:11][CH2:12][c:13]3[cH:14][cH:15][cH:16][cH:17][cH:18]3)[cH:19][cH:20]2)[nH:21][cH:22]1)=[O:23].[H-:24].[Na+:25].[O:57]=[CH:58][N:59]([CH3:60])[CH3:61]>>[CH3:30][O:32][C:33]([C:34](=[O:35])[c:36]1[cH:37][n:38]([CH2:53][CH2:54][CH3:55])[c:39]2[cH:40][c:41]([O:45][CH2:46][c:47]3[cH:48][cH:49][cH:50][cH:51][cH:52]3)[cH:42][cH:43][c:44]12)=[O:56]. Reactants: O=C(c1ccccc1C(F)(F)F)N1CCNCC1, O=C(NCC1CC1c1ccccc1)c1ccc(Cl)nn1. Product: O=C(NCC1CC1c1ccccc1)c1ccc(N2CCN(C(=O)c3ccccc3C(F)(F)F)CC2)nn1. As a reaction SMILES: [N:21]1([C:27](=[O:28])[c:29]2[c:30]([C:35]([F:36])([F:37])[F:38])[cH:31][cH:32][cH:33][cH:34]2)[CH2:22][CH2:23][NH:24][CH2:25][CH2:26]1.[c:1]1([CH:7]2[CH:8]([CH2:10][NH:11][C:12](=[O:13])[c:14]3[n:15][n:16][c:17]([Cl:20])[cH:18][cH:19]3)[CH2:9]2)[cH:2][cH:3][cH:4][cH:5][cH:6]1>>[c:1]1([CH:7]2[CH:8]([CH2:10][NH:11][C:12](=[O:13])[c:14]3[n:15][n:16][c:17]([N:24]4[CH2:23][CH2:22][N:21]([C:27](=[O:28])[c:29]5[c:30]([C:35]([F:36])([F:37])[F:38])[cH:31][cH:32][cH:33][cH:34]5)[CH2:26][CH2:25]4)[cH:18][cH:19]3)[CH2:9]2)[cH:2][cH:3][cH:4][cH:5][cH:6]1. The reactants are C[Si](C)(C)C=[N+]=[N-] ((trimethylsilyl)diazomethane), C(CCC)[Li] (n-butyllithium), C(C1=CC=CC=C1)N1CC(C(CC1)(C)C1=CC(=CC=C1)C#N)C (1-benzyl-4-(3-cyanophenyl)-3,4-dimethylpiperidine). The solvent is O1CCCC1 (tetrahydrofuran), O1CCCC1 (tetrahydrofuran). Conditions: time 30 minute. Product: C(C1=CC=CC=C1)N1CC(C(CC1)(C1=CC(=CC=C1)C=1N=NNC1[Si](C)(C)C)C)C (1-Benzyl-3,4-dimethyl-4-(3-(5-(trimethylsilyl)-1H-1,2,3-triazol-4-yl)phenyl)piperidine). Yield: 95.1%. Reaction SMILES: [CH3:1][Si:2]([CH:5]=[N+:6]=[N-:7])([CH3:4])[CH3:3].C([Li])CCC.[CH2:13]([N:20]1[CH2:25][CH2:24][C:23]([C:27]2[CH:32]=[CH:31][CH:30]=[C:29]([C:33]#[N:34])[CH:28]=2)([CH3:26])[CH:22]([CH3:35])[CH2:21]1)[C:14]1[CH:19]=[CH:18][CH:17]=[CH:16][CH:15]=1>O1CCCC1>[CH2:13]([N:20]1[CH2:25][CH2:24][C:23]([CH3:26])([C:27]2[CH:32]=[CH:31][CH:30]=[C:29]([C:33]3[N:34]=[N:7][NH:6][C:5]=3[Si:2]([CH3:4])([CH3:3])[CH3:1])[CH:28]=2)[CH:22]([CH3:35])[CH2:21]1)[C:14]1[CH:15]=[CH:16][CH:17]=[CH:18][CH:19]=1. Procedure: To a solution of (trimethylsilyl)diazomethane (2.0 M in hexane, 9.86 mL, 19.7 mmol) in tetrahydrofuran (40 mL) at 0° C. under an atmosphere of nitrogen was added n-butyllithium (2.5 M in hexane, 7.9 mL, 19.7 mmol) dropwise. After 30 min, a solution of 1-benzyl-4-(3-cyanophenyl)-3,4-dimethylpiperidine (Preparation 3, 5.0 g, 16.4 mmol) in tetrahydrofuran (40 mL) was added such that the internal temperature remained at 0° C. After stirring overnight, the reaction was quenched with saturated aqueous... Reactants: O=C([O-])[O-], CC(=O)[O-], CC(=O)[O-], Cc1ccccc1P(c1ccccc1C)c1ccccc1C, C=CCC(NC(=O)c1c(Cl)cccc1Cl)C(=O)OC, CCOC(C)=O, COC1(c2ccc(I)cc2)CCOCC1, [K+], [K+], CN(C)C=O, [Pd+2]. Yields the product COC(=O)C(CC=Cc1ccc(C2(OC)CCOCC2)cc1)NC(=O)c1c(Cl)cccc1Cl. Reaction SMILES: [C:57](=[O:58])([O-:59])[O-:60].[C:68]([O-:69])(=[O:70])[CH3:71].[C:73]([O-:74])(=[O:75])[CH3:76].[CH3:1][c:2]1[cH:3][cH:4][cH:5][cH:6][c:7]1[P:8]([c:9]1[cH:10][cH:11][cH:12][cH:13][c:14]1[CH3:15])[c:16]1[cH:17][cH:18][cH:19][cH:20][c:21]1[CH3:22].[CH3:23][O:24][C:25]([CH:26]([CH2:27][CH:28]=[CH2:29])[NH:30][C:31]([c:32]1[c:33]([Cl:39])[cH:34][cH:35][cH:36][c:37]1[Cl:38])=[O:40])=[O:41].[CH3:77][CH2:78][O:79][C:80](=[O:81])[CH3:82].[I:42][c:43]1[cH:44][cH:45][c:46]([C:49]2([O:55][CH3:56])[CH2:50][CH2:51][O:52][CH2:53][CH2:54]2)[cH:47][cH:48]1.[K+:61].[K+:62].[O:63]=[CH:64][N:65]([CH3:66])[CH3:67].[Pd+2:72]>>[CH3:23][O:24][C:25]([CH:26]([CH2:27][CH:28]=[CH:29][c:43]1[cH:44][cH:45][c:46]([C:49]2([O:55][CH3:56])[CH2:50][CH2:51][O:52][CH2:53][CH2:54]2)[cH:47][cH:48]1)[NH:30][C:31]([c:32]1[c:33]([Cl:39])[cH:34][cH:35][cH:36][c:37]1[Cl:38])=[O:40])=[O:41].